From a dataset of the Open Reaction Database (ORD), a public repository of structured organic reaction records. describe an organic reaction: reactants, conditions, products, and yield The reactants are C1COC(CCC(CC2=CC(=C(C=C2)OC)OC)[N+](=O)[O-])(CCC2=CC=C(C=C2)F)O1 (1-(3',4'-dimethoxyphenyl)-7-(4'-fluorophenyl)-2-nitro-5-heptanone ethylene ketal), [O-]S(=O)(=O)[O-].[Na+].[Na+] (Na2SO4), [H-].[H-].[H-].[H-].[Li+].[Al+3] (LiAlH4), [H-].[H-].[H-].[H-].[Li+].[Al+3] (LiAlH4). Solvent: O1CCCC1 (tetrahydrofuran), O1CCCC1 (tetrahydrofuran). Yields the product C1COC(CCC(CC2=CC(=C(C=C2)OC)OC)N)(CCC2=CC=C(C=C2)F)O1 (2-Amino-1-(3',4'-dimethoxyphenyl)-7-(4'-fluorophenyl)-5-heptanone ethylene ketal). As a reaction SMILES: [H-].[H-].[H-].[H-].[Li+].[Al+3].[CH2:7]1[O:37][C:10]([CH2:28][CH2:29][C:30]2[CH:35]=[CH:34][C:33]([F:36])=[CH:32][CH:31]=2)([CH2:11][CH2:12][CH:13]([N+:25]([O-])=O)[CH2:14][C:15]2[CH:20]=[CH:19][C:18]([O:21][CH3:22])=[C:17]([O:23][CH3:24])[CH:16]=2)[O:9][CH2:8]1.[O-]S([O-])(=O)=O.[Na+].[Na+]>O1CCCC1>[CH2:8]1[O:9][C:10]([CH2:28][CH2:29][C:30]2[CH:35]=[CH:34][C:33]([F:36])=[CH:32][CH:31]=2)([CH2:11][CH2:12][CH:13]([NH2:25])[CH2:14][C:15]2[CH:20]=[CH:19][C:18]([O:21][CH3:22])=[C:17]([O:23][CH3:24])[CH:16]=2)[O:37][CH2:7]1 |f:0.1.2.3.4.5,7.8.9|. Reported procedure: To a suspension of 22.0 g (0.58 mole) of LiAlH4 in 400 ml of dry tetrahydrofuran was added dropwise a solution of 84.8 g (0.2 mole) of 1-(3',4'-dimethoxyphenyl)-7-(4'-fluorophenyl)-2-nitro-5-heptanone ethylene ketal in a minimum amount of dry tetrahydrofuran. After the addition the reaction mixture was refluxed gently for 2 hours. The excess LiAlH4 was decomposed with saturated Na2SO4 solution. The inorganic salts were filtered off and washed with ether. The organic layer was extracted twice wit... The reactants are FC=1C(=CN(C1C=1C(=NC=CC1)F)S(=O)(=O)C1=CC(=CC=C1)CS(=O)(=O)C)CN(C(OC(C)(C)C)=O)C (tert-butyl {[4-fluoro-5-(2-fluoropyridin-3-yl)-1-({3-[(methylsulfonyl)methyl]phenyl}sulfonyl)-1H-pyrrol-3-yl]methyl}methylcarbamate), C(C)(=O)OCC.Cl (hydrogen chloride-ethyl acetate). Run in C(C)(=O)OCC (ethyl acetate), CC(C)O (2-propanol). Reaction conditions: time 2.5 hour. Product: Cl.FC=1C(=CN(C1C=1C(=NC=CC1)F)S(=O)(=O)C1=CC(=CC=C1)CS(=O)(=O)C)CNC (1-[4-fluoro-5-(2-fluoropyridin-3-yl)-1-({3-[(methylsulfonyl)methyl]phenyl}sulfonyl)-1H-pyrrol-3-yl]-N-methylmethanamine hydrochloride). Yield: 79.0%. As a reaction SMILES: [F:1][C:2]1[C:3]([CH2:28][N:29](C)[C:30](=O)OC(C)(C)C)=[CH:4][N:5]([S:14]([C:17]2[CH:22]=[CH:21][CH:20]=[C:19]([CH2:23][S:24]([CH3:27])(=[O:26])=[O:25])[CH:18]=2)(=[O:16])=[O:15])[C:6]=1[C:7]1[C:8]([F:13])=[N:9][CH:10]=[CH:11][CH:12]=1.C(OCC)(=O)C.[ClH:44]>C(OCC)(=O)C.CC(O)C>[ClH:44].[F:1][C:2]1[C:3]([CH2:28][NH:29][CH3:30])=[CH:4][N:5]([S:14]([C:17]2[CH:22]=[CH:21][CH:20]=[C:19]([CH2:23][S:24]([CH3:27])(=[O:25])=[O:26])[CH:18]=2)(=[O:15])=[O:16])[C:6]=1[C:7]1[C:8]([F:13])=[N:9][CH:10]=[CH:11][CH:12]=1 |f:1.2,5.6|. Procedure details: To a solution of tert-butyl {[4-fluoro-5-(2-fluoropyridin-3-yl)-1-({3-[(methylsulfonyl)methyl]phenyl}sulfonyl)-1H-pyrrol-3-yl]methyl}methylcarbamate (266 mg) in ethyl acetate (3 mL) and 2-propanol (2 mL) was added 4 mol/L hydrogen chloride-ethyl acetate solution (6 mL), and the mixture was stirred at room temperature for 2.5 hr. The reaction mixture was concentrated under reduced pressure, and the residue was recrystallized from a mixed solvent of ethanol and water to give the title compound as ...